Dataset: the Open Reaction Database (ORD), a public repository of structured organic reaction records. Task: describe an organic reaction: reactants, conditions, products, and yield The reactants are CC1=NC=2N(C=C1)C(=CN2)C=2C=C(C=CC2)OS(=O)(=O)C(F)(F)F (trifluoromethanesulfonic acid 3-(7-methyl-imidazo[1,2-a]pyrimidin-3-yl)phenyl ester), P(=O)([O-])([O-])[O-].[K+].[K+].[K+] (potassium phosphate), B1(OCCCO1)C2=CN=CC=C2 (pyridine-3-boronic acid 1,3-propanediol cyclic ester). Reagents/catalysts: C=1C=CC(=CC1)[P](C=2C=CC=CC2)(C=3C=CC=CC3)[Pd]([P](C=4C=CC=CC4)(C=5C=CC=CC5)C=6C=CC=CC6)([P](C=7C=CC=CC7)(C=8C=CC=CC8)C=9C=CC=CC9)[P](C=1C=CC=CC1)(C=1C=CC=CC1)C=1C=CC=CC1 (tetrakis(triphenylphosphine)palladium(0)). As a reaction SMILES: [CH3:1][C:2]1[CH:7]=[CH:6][N:5]2[C:8]([C:11]3[CH:12]=[C:13](OS(C(F)(F)F)(=O)=O)[CH:14]=[CH:15][CH:16]=3)=[CH:9][N:10]=[C:4]2[N:3]=1.P([O-])([O-])([O-])=O.[K+].[K+].[K+].B1([C:39]2[CH:44]=[CH:43][CH:42]=[N:41][CH:40]=2)OCCCO1>O1CCOCC1.C1C=CC([P]([Pd]([P](C2C=CC=CC=2)(C2C=CC=CC=2)C2C=CC=CC=2)([P](C2C=CC=CC=2)(C2C=CC=CC=2)C2C=CC=CC=2)[P](C2C=CC=CC=2)(C2C=CC=CC=2)C2C=CC=CC=2)(C2C=CC=CC=2)C2C=CC=CC=2)=CC=1>[CH3:1][C:2]1[CH:7]=[CH:6][N:5]2[C:8]([C:11]3[CH:16]=[CH:15][CH:14]=[C:13]([C:39]4[CH:40]=[N:41][CH:42]=[CH:43][CH:44]=4)[CH:12]=3)=[CH:9][N:10]=[C:4]2[N:3]=1 |f:1.2.3.4,^1:54,56,75,94|. Yields the product CC1=NC=2N(C=C1)C(=CN2)C2=CC(=CC=C2)C=2C=NC=CC2 (7-Methyl-3-[3-(pyridin-3-yl)phenyl]imidazo[1,2-a]pyrimidine). Procedure: To a degassed solution of trifluoromethanesulfonic acid 3-(7-methyl-imidazo[1,2-a]pyrimidin-3-yl)phenyl ester (0.1 g, 0.28 mmol) in 1,4-dioxane (3 ml) was added potassium phosphate (0.119 g, 0.56 mmol), pyridine-3-boronic acid 1,3-propanediol cyclic ester (0.092 g, 0.56 mmol) and tetrakis(triphenylphosphine)palladium(0) (0.016 g, 13.8 mmol) and the mixture heated at 80° C. for 22 h. After cooling to ambient temperature the solvent was evaporated in vacuo. The residue was stirred with 10% methano... Solvent: O1CCOCC1 (1,4-dioxane). Conditions: temperature 80 celsius. Reactants: CCOC(=O)c1[nH]c2ccc(Cl)cc2c1C, CO, [Na+], C1CCOC1, [OH-]. Product: Cc1c(C(=O)O)[nH]c2ccc(Cl)cc12. As a reaction SMILES: [CH2:3]([CH3:4])[O:5][C:6](=[O:7])[c:8]1[nH:9][c:10]2[cH:11][cH:12][c:13]([Cl:18])[cH:14][c:15]2[c:16]1[CH3:17].[CH3:24][OH:25].[Na+:2].[O:19]1[CH2:20][CH2:21][CH2:22][CH2:23]1.[OH-:1]>>[O:5]=[C:6]([OH:7])[c:8]1[nH:9][c:10]2[cH:11][cH:12][c:13]([Cl:18])[cH:14][c:15]2[c:16]1[CH3:17]. Starting materials: R-(+)-prolinamide, [BH4-].[Na+] (sodium borohydride), R-(-)-B-trityl prolinamide,13, compound 6, CCCCCCCCCCCCN (amine 12), C(C1=CC=CC=C1)(C1=CC=CC=C1)(C1=CC=CC=C1)Br (trityl bromide), Compound 12, C(C)(=O)O (acetic acid). Run in O1CCOCC1 (dioxane). Product: C(C1=CC=CC=C1)(C1=CC=CC=C1)(C1=CC=CC=C1)NC(C1=CC=CC=C1)=O (N-tritylbenzamide). As a reaction SMILES: [C:1](Br)([C:14]1[CH:19]=[CH:18][CH:17]=[CH:16][CH:15]=1)([C:8]1[CH:13]=[CH:12][CH:11]=[CH:10][CH:9]=1)[C:2]1[CH:7]=[CH:6][CH:5]=[CH:4][CH:3]=1.[BH4-].[Na+].C(O)(=[O:25])C.CCCCC[CH2:32][CH2:33][CH2:34][CH2:35][CH2:36][CH2:37][CH2:38][NH2:39]>O1CCOCC1>[C:1]([NH:39][C:38](=[O:25])[C:37]1[CH:32]=[CH:33][CH:34]=[CH:35][CH:36]=1)([C:14]1[CH:19]=[CH:18][CH:17]=[CH:16][CH:15]=1)([C:8]1[CH:13]=[CH:12][CH:11]=[CH:10][CH:9]=1)[C:2]1[CH:7]=[CH:6][CH:5]=[CH:4][CH:3]=1 |f:1.2|. Reported procedure: R-(+)-prolinamide, 11, was converted to R-(+)-N-trilyl prolinamine, 12, using the procedure published in the literature (Hogberg, T., et al., Acta. Chem. Scand. 43, 660-664 (1989)), but using trityl bromide instead of trityl chloride. Compound 12 was reduced to R-(-)-B-trityl prolinamide,13, using sodium borohydride, acetic acid and dioxane. (Florvall, L., et al., J. Med. Chem. 25, 1280-86 (1982). The amine 12 was condensed with theacid 5 on the same basis as the synthesis of compound 6, to affo... The reactants are CCOCOCC, CC1=C2CCC3C4CCC(=O)C4(C)CCC3C2(C)CCC1=O, CC(=O)[O-], ClC(Cl)Cl, [Na+], [Na+], [Na+], O=C([O-])[O-], O=P(Cl)(Cl)Cl. The product is C=C1CC2C3CCC(=O)C3(C)CCC2C2(C)CCC(=O)C(C)=C12. Reaction SMILES: [CH2:6]([O:7][CH2:8][O:9][CH2:10][CH3:11])[CH3:12].[CH3:18][C:19]1=[C:20]2[CH2:21][CH2:22][CH:23]3[CH:24]4[CH2:25][CH2:26][C:27](=[O:39])[C:28]4([CH3:29])[CH2:30][CH2:31][CH:32]3[C:33]2([CH3:38])[CH2:34][CH2:35][C:36]1=[O:37].[CH3:2][C:3](=[O:4])[O-:5].[CH:46]([Cl:47])([Cl:48])[Cl:49].[Na+:1].[Na+:40].[Na+:41].[O-:42][C:43](=[O:44])[O-:45].[P:13]([Cl:14])([Cl:15])([Cl:16])=[O:17]>>[CH2:2]=[C:21]1[C:20]2=[C:19]([CH3:18])[C:36](=[O:37])[CH2:35][CH2:34][C:33]2([CH3:38])[CH:32]2[CH:23]([CH2:22]1)[CH:24]1[CH2:25][CH2:26][C:27](=[O:39])[C:28]1([CH3:29])[CH2:30][CH2:31]2. The reactants are C(C)C1=C(OCCCOC2=C(C=CC=C2)CCC(=O)OCC)C=C(C(=C1)C1=CC=C(C=C1)F)OCC1=CC=CC=C1 (ethyl 3-(2-(3-(2-ethyl-4-(4-fluorophenyl)-5-benzyloxyphenoxy)propoxy)phenyl)-propionate), [OH-].[Na+] (sodium hydroxide). Run in Cl (hydrochloric acid), C(C)O (ethanol). Run at time 16 hour. Yields the product C(C)C1=C(OCCCOC2=C(C=CC=C2)CCC(=O)O)C=C(C(=C1)C1=CC=C(C=C1)F)O (3-(2-(3-(2-ethyl-4-(4-fluorophenyl)-5-hydroxyphenoxy) propoxy)phenyl) propionic acid). The yield is 93.0%. Reaction SMILES: [CH2:1]([C:3]1[CH:26]=[C:25]([C:27]2[CH:32]=[CH:31][C:30]([F:33])=[CH:29][CH:28]=2)[C:24]([O:34]CC2C=CC=CC=2)=[CH:23][C:4]=1[O:5][CH2:6][CH2:7][CH2:8][O:9][C:10]1[CH:15]=[CH:14][CH:13]=[CH:12][C:11]=1[CH2:16][CH2:17][C:18]([O:20]CC)=[O:19])[CH3:2].[OH-].[Na+]>C(O)C.Cl>[CH2:1]([C:3]1[CH:26]=[C:25]([C:27]2[CH:28]=[CH:29][C:30]([F:33])=[CH:31][CH:32]=2)[C:24]([OH:34])=[CH:23][C:4]=1[O:5][CH2:6][CH2:7][CH2:8][O:9][C:10]1[CH:15]=[CH:14][CH:13]=[CH:12][C:11]=1[CH2:16][CH2:17][C:18]([OH:20])=[O:19])[CH3:2] |f:1.2|. Procedure: A solution of 375 mg of ethyl 3-(2-(3-(2-ethyl-4-(4-fluorophenyl)-5-benzyloxyphenoxy)propoxy)phenyl)-propionate in 25 ml of ethanol was mixed with 5 ml of 5.0 N sodium hydroxide and stirred 16 hours. The mixture was diluted with 1.0 N hydrochloric acid and extracted with 3:1 dichloromethane/isopropanol. The organic phase was washed with saturated sodium chloride, dried over sodium sulfate, and evaporated in vacuo providing the desired 3-(2-(3-(2-ethyl-4-(4-fluorophenyl)-5-hydroxyphenoxy) propoxy...